Dataset: the Open Reaction Database (ORD), a public repository of structured organic reaction records. Task: describe an organic reaction: reactants, conditions, products, and yield Starting materials: CC(=O)O, N#Cc1cccc(C(F)(F)F)c1Sc1ccc(C(F)(F)F)cc1N, [Na+], [OH-], O, O=S(=O)(O)O, Cc1ccccc1C. The product is O=C1Nc2cc(C(F)(F)F)ccc2Sc2c1cccc2C(F)(F)F. As a reaction SMILES: [CH3:35][C:36](=[O:37])[OH:38].[NH2:1][c:2]1[c:3]([S:12][c:13]2[c:14]([C:15]#[N:16])[cH:17][cH:18][cH:19][c:20]2[C:21]([F:22])([F:23])[F:24])[cH:4][cH:5][c:6]([C:8]([F:9])([F:10])[F:11])[cH:7]1.[Na+:26].[OH-:25].[OH2:44].[S:39](=[O:40])(=[O:41])([OH:42])[OH:43].[c:27]1([CH3:28])[c:29]([CH3:30])[cH:31][cH:32][cH:33][cH:34]1>>[NH:1]1[c:2]2[c:3]([cH:4][cH:5][c:6]([C:8]([F:9])([F:10])[F:11])[cH:7]2)[S:12][c:13]2[c:14]([cH:17][cH:18][cH:19][c:20]2[C:21]([F:22])([F:23])[F:24])[C:15]1=[O:25]. Reactants: CO, CCO, Cl, [K+], O=[N+]([O-])c1cccc2ncccc12, NO, [OH-], O. The product is Nc1ccc([N+](=O)[O-])c2cccnc12. As a reaction SMILES: [CH3:20][OH:21].[CH3:22][CH2:23][OH:24].[ClH:14].[K+:18].[N+:1](=[O:2])([O-:3])[c:4]1[c:5]2[cH:6][cH:7][cH:8][n:9][c:10]2[cH:11][cH:12][cH:13]1.[NH2:15][OH:16].[OH-:17].[OH2:19]>>[N+:1](=[O:2])([O-:3])[c:4]1[c:5]2[cH:6][cH:7][cH:8][n:9][c:10]2[c:11]([NH2:15])[cH:12][cH:13]1.